From a dataset of the Open Reaction Database (ORD), a public repository of structured organic reaction records. describe an organic reaction: reactants, conditions, products, and yield The reactants are CC=1C=CC2=C(C=C(C(S2)C(F)(F)F)C(=O)OCC)C1 (ethyl 6-methyl-2-(trifluoromethyl)-2H-1-benzothiopyran-3-carboxylate), [OH-].[Na+] (sodium hydroxide). Solvent: C1CCOC1 (THF), C(C)O (ethanol). Run at time 88 hour. Yields the product CC=1C=CC(=C(C=O)C1)S (5-methyl-2-mercaptobenzaldehyde). The yield is 51.1%. RXN SMILES: [CH3:1][C:2]1[CH:3]=[CH:4][C:5]2[S:10]C(C(F)(F)F)C(C(OCC)=O)=[CH:7][C:6]=2[CH:20]=1.[OH-:21].[Na+]>C1COCC1.C(O)C>[CH3:1][C:2]1[CH:3]=[CH:4][C:5]([SH:10])=[C:6]([CH:20]=1)[CH:7]=[O:21] |f:1.2|. Procedure details: The ester from Step 2 (0.55 g 1.8 mmol) was dissolved in THF (1.5 mL) and ethanol (1.5 mL), treated with 2.5 N sodium hydroxide (1.5 mL, 3.8 mmol), and stirred at room temperature for 88 hours. The reaction mixture was concentrated in vacuo, acidified with 3 N HCl, filtered, and recrystallized from diethyl ether/petroleum ether to yield the title compound as a yellow solid (0.14 g, 28%): mp 180.8-184.2° C. 1H NMR (acetone-d6/300 MHz) 7.95 (s, 1H), 7.42 (s, 1H), 7.31 (d, 1H, J=8.1 Hz), 7.25 (d, 1... Yields the product O=C(O)c1cc(N2CCOCC2)nnc1Nc1ccc(I)cc1F. Starting materials: C1COCCN1, O=C(O)c1cc(Cl)nnc1Nc1ccc(I)cc1F, CN(C)C=O. RXN SMILES: [CH2:20]1[CH2:21][O:22][CH2:23][CH2:24][NH:25]1.[Cl:1][c:2]1[cH:3][c:4]([C:17](=[O:18])[OH:19])[c:5]([NH:8][c:9]2[c:10]([F:16])[cH:11][c:12]([I:15])[cH:13][cH:14]2)[n:6][n:7]1.[O:26]=[CH:27][N:28]([CH3:29])[CH3:30]>>[c:2]1([N:25]2[CH2:20][CH2:21][O:22][CH2:23][CH2:24]2)[cH:3][c:4]([C:17](=[O:18])[OH:19])[c:5]([NH:8][c:9]2[c:10]([F:16])[cH:11][c:12]([I:15])[cH:13][cH:14]2)[n:6][n:7]1. Reactants: CCCCCCCCO, CCCCCCCCOc1ccc(-c2ncc(O)cc2F)cc1, CCOC(=O)N=NC(=O)OCC, C1CCOC1, c1ccc(P(c2ccccc2)c2ccccc2)cc1. Yields the product CCCCCCCCOc1ccc(-c2ncc(OCCCCCCCC)cc2F)cc1. RXN SMILES: [CH2:55]([CH2:56][CH2:57][CH2:58][CH2:59][CH2:60][CH2:61][CH3:62])[OH:63].[F:32][c:33]1[c:34](-[c:40]2[cH:41][cH:42][c:43]([O:46][CH2:47][CH2:48][CH2:49][CH2:50][CH2:51][CH2:52][CH2:53][CH3:54])[cH:44][cH:45]2)[n:35][cH:36][c:37]([OH:39])[cH:38]1.[O:1]=[C:2]([O:3][CH2:4][CH3:5])[N:6]=[N:7][C:8]([O:9][CH2:10][CH3:11])=[O:12].[O:64]1[CH2:65][CH2:66][CH2:67][CH2:68]1.[c:13]1([P:14]([c:15]2[cH:16][cH:17][cH:18][cH:19][cH:20]2)[c:21]2[cH:22][cH:23][cH:24][cH:25][cH:26]2)[cH:27][cH:28][cH:29][cH:30][cH:31]1>>[F:32][c:33]1[c:34](-[c:40]2[cH:41][cH:42][c:43]([O:46][CH2:47][CH2:48][CH2:49][CH2:50][CH2:51][CH2:52][CH2:53][CH3:54])[cH:44][cH:45]2)[n:35][cH:36][c:37]([O:39][CH2:55][CH2:56][CH2:57][CH2:58][CH2:59][CH2:60][CH2:61][CH3:62])[cH:38]1. The reactants are OBO, CC(=O)N(C)Cc1cc2nc(Cl)nc(N3CCOCC3)c2s1, c1ccc2[nH]ccc2c1. Product: CC(=O)N(C)Cc1cc2nc(-c3cccc4[nH]ccc34)nc(N3CCOCC3)c2s1. Reaction SMILES: [BH:23]([OH:24])[OH:25].[Cl:1][c:2]1[n:3][c:4]([N:17]2[CH2:18][CH2:19][O:20][CH2:21][CH2:22]2)[c:5]2[c:6]([n:7]1)[cH:8][c:9]([CH2:11][N:12]([C:13]([CH3:14])=[O:15])[CH3:16])[s:10]2.[nH:26]1[cH:27][cH:28][c:29]2[cH:30][cH:31][cH:32][cH:33][c:34]12>>[c:2]1(-[c:30]2[c:29]3[cH:28][cH:27][nH:26][c:34]3[cH:33][cH:32][cH:31]2)[n:3][c:4]([N:17]2[CH2:18][CH2:19][O:20][CH2:21][CH2:22]2)[c:5]2[c:6]([n:7]1)[cH:8][c:9]([CH2:11][N:12]([C:13]([CH3:14])=[O:15])[CH3:16])[s:10]2. Starting materials: CCO, COC(=O)c1ccc(C(=O)Nc2cccc(S(=O)(=O)C(F)(F)F)c2)cc1, NN, O. Yields the product NNC(=O)c1ccc(C(=O)Nc2cccc(S(=O)(=O)C(F)(F)F)c2)cc1. Reaction SMILES: [CH3:30][CH2:31][OH:32].[F:1][C:2]([S:3](=[O:4])(=[O:5])[c:6]1[cH:7][c:8]([NH:9][C:10](=[O:11])[c:12]2[cH:13][cH:14][c:15]([C:16](=[O:17])[O:18][CH3:19])[cH:20][cH:21]2)[cH:22][cH:23][cH:24]1)([F:25])[F:26].[NH2:28][NH2:29].[OH2:27]>>[F:1][C:2]([S:3](=[O:4])(=[O:5])[c:6]1[cH:7][c:8]([NH:9][C:10](=[O:11])[c:12]2[cH:13][cH:14][c:15]([C:16](=[O:17])[NH:28][NH2:29])[cH:20][cH:21]2)[cH:22][cH:23][cH:24]1)([F:25])[F:26].